Task: describe an organic reaction: reactants, conditions, products, and yield. Dataset: the Open Reaction Database (ORD), a public repository of structured organic reaction records The yield is 85.7%. Reaction SMILES: [NH2:1][C:2]1[CH:11]=[CH:10][C:5]([C:6]([O:8][CH3:9])=[O:7])=[C:4](Cl)[N:3]=1.[C:13]([O:17][C:18]([C:20]1[CH:21]=[C:22](B(O)O)[CH:23]=[CH:24][CH:25]=1)=[O:19])([CH3:16])([CH3:15])[CH3:14].C([O-])([O-])=O.[Na+].[Na+]>C1C=CC([P]([Pd]([P](C2C=CC=CC=2)(C2C=CC=CC=2)C2C=CC=CC=2)([P](C2C=CC=CC=2)(C2C=CC=CC=2)C2C=CC=CC=2)[P](C2C=CC=CC=2)(C2C=CC=CC=2)C2C=CC=CC=2)(C2C=CC=CC=2)C2C=CC=CC=2)=CC=1.COCCOC>[NH2:1][C:2]1[CH:11]=[CH:10][C:5]([C:6]([O:8][CH3:9])=[O:7])=[C:4]([C:22]2[CH:23]=[CH:24][CH:25]=[C:20]([C:18]([O:17][C:13]([CH3:16])([CH3:15])[CH3:14])=[O:19])[CH:21]=2)[N:3]=1 |f:2.3.4,^1:38,40,59,78|. Solvent: COCCOC (DME). The reagents and catalysts are C=1C=CC(=CC1)[P](C=2C=CC=CC2)(C=3C=CC=CC3)[Pd]([P](C=4C=CC=CC4)(C=5C=CC=CC5)C=6C=CC=CC6)([P](C=7C=CC=CC7)(C=8C=CC=CC8)C=9C=CC=CC9)[P](C=1C=CC=CC1)(C=1C=CC=CC1)C=1C=CC=CC1 (Pd(PPh3)4). Conditions: temperature 80 celsius. Starting materials: C(=O)([O-])[O-].[Na+].[Na+] (Na2CO3), NC1=NC(=C(C(=O)OC)C=C1)Cl (methyl 6-amino-2-chloronicotinate), C(C)(C)(C)OC(=O)C=1C=C(C=CC1)B(O)O (3-(tert-butoxycarbonyl)phenylboronic acid). The product is NC1=NC(=C(C(=O)OC)C=C1)C1=CC(=CC=C1)C(=O)OC(C)(C)C (methyl 6-amino-2-(3-(tert-butoxycarbonyl)phenyl)nicotinate). Reported procedure: To a flask containing methyl 6-amino-2-chloronicotinate (300 mg, 1.6 mmol), 3-(tert-butoxycarbonyl)phenylboronic acid (540 mg, 2.4 mmol) and Pd(PPh3)4 (90 mg, 0.080 mmol) was added DME (16 mL) and saturated Na2CO3 aqueous solution (1.6 mL). The flask was flushed with N2 (g) and heated at 80° C. under N2 atmosphere overnight. The solution was filtered and concentrated. The residue was purified by column chromatography (0-50% ethyl acetate—hexanes) to yield methyl 6-amino-2-(3-(tert-butoxycarbonyl... Starting materials: O (water), CC1=C(C=CC=C1)NO (N-(2-methylphenyl)hydroxylamine), C(=O)(O)[O-].[Na+] (NaHCO3), ClC(=O)OC1=CC=CC=C1 (phenyl chloroformate). Run in C(Cl)Cl (CH2Cl2). Reaction conditions: temperature -10 celsius. Product: ON(C(OC1=CC=CC=C1)=O)C1=C(C=CC=C1)C (Phenyl N-hydroxy-N-(2-methylphenyl)carbamate). Isolated yield 72.0%. Reaction SMILES: [CH3:1][C:2]1[CH:7]=[CH:6][CH:5]=[CH:4][C:3]=1[NH:8][OH:9].C([O-])(O)=O.[Na+].Cl[C:16]([O:18][C:19]1[CH:24]=[CH:23][CH:22]=[CH:21][CH:20]=1)=[O:17].O>C(Cl)Cl>[OH:9][N:8]([C:3]1[CH:4]=[CH:5][CH:6]=[CH:7][C:2]=1[CH3:1])[C:16](=[O:17])[O:18][C:19]1[CH:24]=[CH:23][CH:22]=[CH:21][CH:20]=1 |f:1.2|. Reported procedure: A mixture of 350 g (purity about 80%; 2.3 mol; prepared by a similar method to Bamberger et al., Ann. Chem. 316 (1901), 278) of N-(2-methylphenyl)hydroxylamine and 286.8 g (3.4 mol) of NaHCO3 in 700 ml of CH2Cl2 is treated with 447 g (2.85 mol) of phenyl chloroformate with vigorous stirring at about -10° C. The mixture is stirred for about 1 hour at -10° C. and 600 ml of water are then added dropwise, the temperature of the reaction mixture increasing to 5°-10° C. and a vigorous evolution of gas... Starting materials: BrC=1C=NC=C(C1)Cl (3-bromo-5-chloropyridine), C(C)(C)NC(C)C (diisopropylamine), C(CCC)[Li] (n-butyllithium), ClC(=O)OC (methyl chloroformate), [H-].[Al+3].[Li+].[H-].[H-].[H-] (lithium aluminum hydride), ester. Solvent: C1CCOC1 (THF), C1CCOC1 (THF), C1CCOC1 (THF), C1CCOC1 (THF), C1CCOC1 (THF). Conditions: temperature -30 celsius, time 20 minute. The product is BrC=1C=NC=C(C1CO)Cl ((3-bromo-5-chloro-pyridin-4-yl)-methanol). As a reaction SMILES: C(NC(C)C)(C)C.C([Li])CCC.[Br:13][C:14]1[CH:15]=[N:16][CH:17]=[C:18]([Cl:20])[CH:19]=1.Cl[C:22](OC)=[O:23].[H-].[Al+3].[Li+].[H-].[H-].[H-]>C1COCC1>[Br:13][C:14]1[CH:15]=[N:16][CH:17]=[C:18]([Cl:20])[C:19]=1[CH2:22][OH:23] |f:4.5.6.7.8.9|. Reported procedure: To a solution of diisopropylamine (0.963 ml, 6.76 mmol) in THF (45 ml) at −78° C. was added n-butyllithium (2.5M in hexanes, 2.5 mL, 6.24 mmol). The reaction mixture was stirred for 15 minutes, at which time 3-bromo-5-chloropyridine (CAS#73583-39-8, 1.0 g, 5.20 mmol) in THF (10.0 mL) was added followed by a 1.5 mL THF wash. After 10 minutes methyl chloroformate (0.443 ml, 5.72 mmol) was added. The reaction was stirred for 20 minutes and then quenched at −78° C. with 5% AcOH in MeOH. The reaction... As a reaction SMILES: CS(O)(=O)=[O:3].N(=[CH:8][C:9]([NH:11][C:12]1[CH:17]=[CH:16][CH:15]=[CH:14][CH:13]=1)=[O:10])O>>[NH:11]1[C:12]2[C:17](=[CH:16][CH:15]=[CH:14][CH:13]=2)[C:8](=[O:3])[C:9]1=[O:10]. Conditions: temperature 65 celsius, time 15 minute. Procedure: 5 mL methanesulfonic acid was heated to 50° C. and slowly added to oximino acetanilide in batches, with the temperature being maintained at 60-70° C. After feeding, the temperature was raised to 70-80° C., and the reaction was carried out for 15 min. The reaction was finished by TLC detection. The reaction solution was poured into a crushed ice, and a red solid was precipitated. After placing at low temperature (0° C.) for 10 min, the red solid was filtered and dried to give crude isatin. Reactants: CS(=O)(=O)O (methanesulfonic acid), N(O)=CC(=O)NC1=CC=CC=C1 (oximino acetanilide), ice. Yields the product N1C(=O)C(=O)C2=CC=CC=C12 (isatin).